Dataset: the Open Reaction Database (ORD), a public repository of structured organic reaction records. Task: describe an organic reaction: reactants, conditions, products, and yield Starting materials: FC(CNC(=O)NC=1C=C(C=CC1)C1=CN=C2N1N=CC(=C2)C=2C=NN(C2)C(C(=O)O)C)(F)F (2-(4-{3-[3-({[(2,2,2-trifluoroethyl)amino]carbonyl}amino)phenyl]imidazo[1,2-b]pyridazin-7-yl}-1H-pyrazol-1-yl)propanoic acid), CNC1CCOCC1 (N-methyltetrahydro-2H-pyran-4-amine). Yields the product CN(C(C(C)N1N=CC(=C1)C1=CC=2N(N=C1)C(=CN2)C2=CC(=CC=C2)NC(=O)NCC(F)(F)F)=O)C2CCOCC2 (N-Methyl-N-(tetrahydro-2H-pyran-4-yl)-2-(4-{3-[3-({[(2,2,2-trifluoroethyl)amino]carbonyl}amino)phenyl]imidazo[1,2-b]pyridazin-7-yl}-1H-pyrazol-1-yl)propanamide). RXN SMILES: [F:1][C:2]([F:34])([F:33])[CH2:3][NH:4][C:5]([NH:7][C:8]1[CH:9]=[C:10]([C:14]2[N:18]3[N:19]=[CH:20][C:21]([C:23]4[CH:24]=[N:25][N:26]([CH:28]([CH3:32])[C:29]([OH:31])=O)[CH:27]=4)=[CH:22][C:17]3=[N:16][CH:15]=2)[CH:11]=[CH:12][CH:13]=1)=[O:6].[CH3:35][NH:36][CH:37]1[CH2:42][CH2:41][O:40][CH2:39][CH2:38]1>>[CH3:35][N:36]([CH:37]1[CH2:42][CH2:41][O:40][CH2:39][CH2:38]1)[C:29](=[O:31])[CH:28]([N:26]1[CH:27]=[C:23]([C:21]2[CH:20]=[N:19][N:18]3[C:14]([C:10]4[CH:11]=[CH:12][CH:13]=[C:8]([NH:7][C:5]([NH:4][CH2:3][C:2]([F:33])([F:1])[F:34])=[O:6])[CH:9]=4)=[CH:15][N:16]=[C:17]3[CH:22]=2)[CH:24]=[N:25]1)[CH3:32]. Reported procedure: This compound was prepared by using procedures analogous to those described for the synthesis of Example 54, Step 3 starting from 2-(4-{3-[3-({[(2,2,2-trifluoroethyl)amino]carbonyl}amino)phenyl]imidazo[1,2-b]pyridazin-7-yl}-1H-pyrazol-1-yl)propanoic acid and N-methyltetrahydro-2H-pyran-4-amine (Peakdale and Cat. No. 2006971). LCMS (M+H)+: m/z=571.3.